Dataset: the Open Reaction Database (ORD), a public repository of structured organic reaction records. Task: describe an organic reaction: reactants, conditions, products, and yield The reactants are FC=1C=C(C(=N)N)C=CC1 (3-fluoro-benzamidine), ClC1=C(C=C(C#N)C#N)C=CC(=C1)Cl (2-(2,4-dichloro-benzylidene)-malononitrile). The product is NCC=1C(=NC(=NC1C1=C(C=C(C=C1)Cl)Cl)C1=CC(=CC=C1)F)N (5-Aminomethyl-6-(2,4-dichloro-phenyl)-2-(3-fluoro-phenyl)-pyrimidin-4-ylamine). Reaction SMILES: [F:1][C:2]1[CH:3]=[C:4]([CH:8]=[CH:9][CH:10]=1)[C:5]([NH2:7])=[NH:6].[Cl:11][C:12]1[CH:23]=[C:22]([Cl:24])[CH:21]=[CH:20][C:13]=1[CH:14]=[C:15]([C:18]#[N:19])[C:16]#[N:17]>>[NH2:19][CH2:18][C:15]1[C:16]([NH2:17])=[N:6][C:5]([C:4]2[CH:8]=[CH:9][CH:10]=[C:2]([F:1])[CH:3]=2)=[N:7][C:14]=1[C:13]1[CH:20]=[CH:21][C:22]([Cl:24])=[CH:23][C:12]=1[Cl:11]. Procedure details: The title compound, MS: m/e=362.9 (M+H+), was prepared from 3-fluoro-benzamidine and 2-(2,4-dichloro-benzylidene)-malononitrile in analogy to the process described in Example 11 as a solid. The reactants are OC(CCNC(OCC1=CC=CC=C1)=O)CCO (Benzyl 3,5-dihydroxypentylcarbamate), COC1=CC=C(C(C2=CC=C(C=C2)OC)(C2=CC=CC=C2)Cl)C=C1 (4,4′-dimethoxytritylchloride). The solvent is N1=CC=CC=C1 (pyridine), N1=CC=CC=C1 (pyridine). Conditions: time 16 hour. Product: COC1=CC=C(C=C1)C(OCCC(CCNC(OCC1=CC=CC=C1)=O)O)(C1=CC=CC=C1)C1=CC=C(C=C1)OC (benzyl 5-(bis(4-methoxyphenyl)(phenyl)methoxy)-3-hydroxy-pentylcarbamate). Reaction SMILES: [OH:1][CH:2]([CH2:16][CH2:17][OH:18])[CH2:3][CH2:4][NH:5][C:6](=[O:15])[O:7][CH2:8][C:9]1[CH:14]=[CH:13][CH:12]=[CH:11][CH:10]=1.[CH3:19][O:20][C:21]1[CH:42]=[CH:41][C:24]([C:25](Cl)([C:34]2[CH:39]=[CH:38][CH:37]=[CH:36][CH:35]=2)[C:26]2[CH:31]=[CH:30][C:29]([O:32][CH3:33])=[CH:28][CH:27]=2)=[CH:23][CH:22]=1>N1C=CC=CC=1>[CH3:33][O:32][C:29]1[CH:28]=[CH:27][C:26]([C:25]([C:24]2[CH:23]=[CH:22][C:21]([O:20][CH3:19])=[CH:42][CH:41]=2)([C:34]2[CH:39]=[CH:38][CH:37]=[CH:36][CH:35]=2)[O:18][CH2:17][CH2:16][CH:2]([OH:1])[CH2:3][CH2:4][NH:5][C:6](=[O:15])[O:7][CH2:8][C:9]2[CH:14]=[CH:13][CH:12]=[CH:11][CH:10]=2)=[CH:31][CH:30]=1. Procedure details: Benzyl 3,5-dihydroxypentylcarbamate (7.3 g, 28.8 mmoles) is co-evaporated twice with anhydrous pyridine (100 mL each) and then is dissolved in anhydrous pyridine (300 mL). The solution is chilled in an ice bath, and 4,4′-dimethoxytritylchloride (9.8 g, 28.9 mmoles) is added. The reaction is allowed to warm to ambient temperature and is stirred for 16 hours. The yellow solution is then evaporated to near dryness, and the residue is dissolved in dry toluene (250 mL). The toluene mixture is chilled... The reactants are N([C@@H](CC1=CN(C=N1)C1=C([N+](=O)[O-])C=C([N+](=O)[O-])C=C1)C(=O)O)C(=O)OC(C)(C)C.C1(CCCCC1)C[C@@H]([C@H](CCCC1=NC=CC=C1)O)[NH-] (Boc-His(DNP) 1(S)-cyclohexylmethyl-2(S)-hydroxy-5-(2-pyridyl)-pentylamide), COCCOC.Cl (DME HCl). Yields the product N[C@@H](CC1=CN(C=N1)C1=C([N+](=O)[O-])C=C([N+](=O)[O-])C=C1)C(=O)O.Cl.C1(CCCCC1)C[C@@H]([C@H](CCCC1=NC=CC=C1)O)[NH-] (H-His(DNP) 1(S)-cyclohexylmethyl-2(S)-hydroxy-5-(2-pyridyl)-pentylamide hydrochloride). RXN SMILES: [NH:1](C(OC(C)(C)C)=O)[C@H:2]([C:21]([OH:23])=[O:22])[CH2:3][C:4]1[N:8]=[CH:7][N:6]([C:9]2[CH:20]=[CH:19][C:15]([N+:16]([O-:18])=[O:17])=[CH:14][C:10]=2[N+:11]([O-:13])=[O:12])[CH:5]=1.[CH:31]1([CH2:37][C@H:38]([NH-:50])[C@@H:39]([OH:49])[CH2:40][CH2:41][CH2:42][C:43]2[CH:48]=[CH:47][CH:46]=[CH:45][N:44]=2)[CH2:36][CH2:35][CH2:34][CH2:33][CH2:32]1.COCCOC.[ClH:57]>>[NH2:1][C@H:2]([C:21]([OH:23])=[O:22])[CH2:3][C:4]1[N:8]=[CH:7][N:6]([C:9]2[CH:20]=[CH:19][C:15]([N+:16]([O-:18])=[O:17])=[CH:14][C:10]=2[N+:11]([O-:13])=[O:12])[CH:5]=1.[ClH:57].[CH:31]1([CH2:37][C@H:38]([NH-:50])[C@@H:39]([OH:49])[CH2:40][CH2:41][CH2:42][C:43]2[CH:48]=[CH:47][CH:46]=[CH:45][N:44]=2)[CH2:36][CH2:35][CH2:34][CH2:33][CH2:32]1 |f:0.1,2.3,4.5.6|. Reported procedure: 230 mg of Boc-His(DNP)-1(S)-cyclohexylmethyl-2(S)-hydroxy-5-(2-pyridyl)-pentylamide are stirred in 5 ml of saturated DME/HCl for 90 minutes and subsequently concentrated. 220 mg of the title compound are obtained as a resin. Starting materials: CCOC(=O)c1c(-c2ccccc2)csc1N, CCO, [K+], [OH-], O. The product is Nc1cc(-c2ccccc2)cs1. RXN SMILES: [CH2:1]([O:2][C:3](=[O:4])[c:6]1[c:7]([NH2:17])[s:8][cH:9][c:10]1-[c:11]1[cH:12][cH:13][cH:14][cH:15][cH:16]1)[CH3:5].[CH3:18][CH2:19][OH:20].[K+:22].[OH-:21].[OH2:23]>>[cH:6]1[c:7]([NH2:17])[s:8][cH:9][c:10]1-[c:11]1[cH:12][cH:13][cH:14][cH:15][cH:16]1. Starting materials: FC(S(=O)(=O)N1CCC(CC1)CN1C(C2=CN=C3C=CC=C(C1)N32)=O)(F)F (4,5-dihydro-4-(1-trifluoromethanesulfonylpiperidin-4-ylmethyl)-3H-1,4,8b-triazaacenaphthylen-3-one), Cl (hydrochloric acid). The solvent is C(C)O (ethanol). Product: Cl.FC(S(=O)(=O)N1CCC(CC1)CN1C(C2=CN=C3C=CC=C(C1)N32)=O)(F)F (4,5-dihydro-4-(1-trifluoromethanesulfonylpiperidin-4-ylmethyl)-3H-1,4,8b-triazaacenaphthylen-3-one hydrochloride). The yield is 80.0%. Reaction SMILES: [F:1][C:2]([F:27])([F:26])[S:3]([N:6]1[CH2:11][CH2:10][CH:9]([CH2:12][N:13]2[CH2:23][C:22]3[N:24]4[C:15](=[CH:16][N:17]=[C:18]4[CH:19]=[CH:20][CH:21]=3)[C:14]2=[O:25])[CH2:8][CH2:7]1)(=[O:5])=[O:4].[ClH:28]>C(O)C>[ClH:28].[F:27][C:2]([F:1])([F:26])[S:3]([N:6]1[CH2:11][CH2:10][CH:9]([CH2:12][N:13]2[CH2:23][C:22]3[N:24]4[C:15](=[CH:16][N:17]=[C:18]4[CH:19]=[CH:20][CH:21]=3)[C:14]2=[O:25])[CH2:8][CH2:7]1)(=[O:4])=[O:5] |f:3.4|. Reported procedure: To a solution prepared by dissolving 580 mg (1.44 mM) of 4,5-dihydro-4-(1-trifluoromethanesulfonylpiperidin-4-ylmethyl)-3H-1,4,8b-triazaacenaphthylen-3-one in 10 ml of ethanol was added 0.24 ml (2.88 mM) of 12N-hydrochloric acid with stirring. The resulting solution was concentrated under reduced pressure and the precipitate was recovered by filtration. The precipitate was rinsed with a small amount of ether and dried in vacuo to provide 480 mg (yield 80.0%) of the title compound as white solid. The reactants are CCN(CC)CCCBr, Br, O=C([O-])[O-], CCN(CC)CCCn1nc(N)c2c(Cl)cccc21, CN(C)C=O, [K+], [K+], O. Product: CCN(CC)CCCNc1nn(CCCN(CC)CC)c2cccc(Cl)c12. RXN SMILES: [Br:26][CH2:27][CH2:28][CH2:29][N:30]([CH2:31][CH3:32])[CH2:33][CH3:34].[BrH:25].[C:35](=[O:36])([O-:37])[O-:38].[CH2:6]([CH3:7])[N:8]([CH2:9][CH2:10][CH2:11][n:12]1[n:13][c:14]([NH2:22])[c:15]2[c:16]([Cl:21])[cH:17][cH:18][cH:19][c:20]12)[CH2:23][CH3:24].[CH3:1][N:2]([CH3:3])[CH:4]=[O:5].[K+:39].[K+:40].[OH2:41]>>[CH2:6]([CH3:7])[N:8]([CH2:9][CH2:10][CH2:11][n:12]1[n:13][c:14]([NH:22][CH2:27][CH2:28][CH2:29][N:30]([CH2:31][CH3:32])[CH2:33][CH3:34])[c:15]2[c:16]([Cl:21])[cH:17][cH:18][cH:19][c:20]12)[CH2:23][CH3:24]. Starting materials: CCCCCCCCCCCCCCCCN, CCO, OCC1CO1. Product: CCCCCCCCCCCCCCCCNCC(O)CO. As a reaction SMILES: [CH2:1]([CH2:2][CH2:3][CH2:4][CH2:5][CH2:6][CH2:7][CH2:8][CH2:9][CH2:10][CH2:11][CH2:12][CH2:13][CH2:14][CH2:15][CH3:16])[NH2:17].[CH3:23][CH2:24][OH:25].[CH:18]1([CH2:19][OH:20])[CH2:21][O:22]1>>[CH2:1]([CH2:2][CH2:3][CH2:4][CH2:5][CH2:6][CH2:7][CH2:8][CH2:9][CH2:10][CH2:11][CH2:12][CH2:13][CH2:14][CH2:15][CH3:16])[NH:17][CH2:21][CH:18]([CH2:19][OH:20])[OH:22].